From a dataset of the Open Reaction Database (ORD), a public repository of structured organic reaction records. describe an organic reaction: reactants, conditions, products, and yield The reactants are O=C1CCC(=O)N1Br, ClCCl, OCCCc1cc(Cl)ccc1F, O, c1ccc(P(c2ccccc2)c2ccccc2)cc1. Yields the product Fc1ccc(Cl)cc1CCCBr. Reaction SMILES: [Br:32][N:33]1[C:34](=[O:35])[CH2:36][CH2:37][C:38]1=[O:39].[CH2:41]([Cl:42])[Cl:43].[Cl:1][c:2]1[cH:3][cH:4][c:5]([F:12])[c:6]([CH2:8][CH2:9][CH2:10][OH:11])[cH:7]1.[OH2:40].[c:13]1([P:14]([c:15]2[cH:16][cH:17][cH:18][cH:19][cH:20]2)[c:21]2[cH:22][cH:23][cH:24][cH:25][cH:26]2)[cH:27][cH:28][cH:29][cH:30][cH:31]1>>[Cl:1][c:2]1[cH:3][cH:4][c:5]([F:12])[c:6]([CH2:8][CH2:9][CH2:10][Br:32])[cH:7]1. The reactants are ClC1=CC=C(C=C1)C(CCCO)OC (4-(4-chloro-phenyl)-4-methoxy-butan-1-ol), CC(=O)C.OS(=O)(=O)O.O=[Cr](=O)=O (Jones reagent), O (water). Run in CC(=O)C (acetone). Product: ClC1=CC=C(C=C1)C(CCC(=O)O)OC (4-(4-Chloro-phenyl)-4-methoxy-butyric acid). Procedure details: A solution of 4-(4-chloro-phenyl)-4-methoxy-butan-1-ol (120.0 mg, 0.56 mmol) in 6 mL acetone was added dropwise at room temperature 0.6 mL of Jones reagent. After stirring an additional 30 min water was added and the mixture extracted with DCM (3×20 mL). The combined DCM layers were washed with water (2×10 mL) and dried over Na2SO4. The solvent was evaporated under reduce pressure and the crude product was used for the next step without further purification. Reaction SMILES: [Cl:1][C:2]1[CH:7]=[CH:6][C:5]([CH:8]([O:13][CH3:14])[CH2:9][CH2:10][CH2:11][OH:12])=[CH:4][CH:3]=1.CC(C)=[O:17].OS(O)(=O)=O.O=[Cr](=O)=O.O>CC(C)=O>[Cl:1][C:2]1[CH:3]=[CH:4][C:5]([CH:8]([O:13][CH3:14])[CH2:9][CH2:10][C:11]([OH:17])=[O:12])=[CH:6][CH:7]=1 |f:1.2.3|.